The task is: describe an organic reaction: reactants, conditions, products, and yield. This data is from the Open Reaction Database (ORD), a public repository of structured organic reaction records. Reactants: OC(CNCCCCCCCCCCCC)CNCCCCCCCCCCCC (15-hydroxy-13,17-diazanonacosan), C1(CCCO1)=O (γ-butyrolactone). Conditions: temperature 160 celsius, time 5 hour. Product: C(CCCCCCCCCCC)N(C(CCCO)=O)CC(CN(C(CCCO)=O)CCCCCCCCCCCC)O (5,9-didodecyl-4,10-dioxo-5,9-diaza-1,7,13-tridecanetriol). The yield is 50.1%. As a reaction SMILES: [OH:1][CH:2]([CH2:17][NH:18][CH2:19][CH2:20][CH2:21][CH2:22][CH2:23][CH2:24][CH2:25][CH2:26][CH2:27][CH2:28][CH2:29][CH3:30])[CH2:3][NH:4][CH2:5][CH2:6][CH2:7][CH2:8][CH2:9][CH2:10][CH2:11][CH2:12][CH2:13][CH2:14][CH2:15][CH3:16].[C:31]1(=[O:36])[O:35][CH2:34][CH2:33][CH2:32]1>>[CH2:19]([N:18]([CH2:17][CH:2]([OH:1])[CH2:3][N:4]([CH2:5][CH2:6][CH2:7][CH2:8][CH2:9][CH2:10][CH2:11][CH2:12][CH2:13][CH2:14][CH2:15][CH3:16])[C:34](=[O:35])[CH2:33][CH2:32][CH2:31][OH:36])[C:31](=[O:36])[CH2:32][CH2:33][CH2:34][OH:35])[CH2:20][CH2:21][CH2:22][CH2:23][CH2:24][CH2:25][CH2:26][CH2:27][CH2:28][CH2:29][CH3:30]. Reported procedure: A reactor was charged with 9.5 g (0.02 mole) of 15-hydroxy-13,17-diazanonacosan and 11.7 g (0.13 mole) of γ-butyrolactone, and the contents were heated to 160° C. and kept for 5 hours at this temperature, thereby reacting them. After completion of the reaction, the product was purified by column chromatography (on 500 g of silica gel, developing solvent: chloroform/methanol=97/3), thereby obtaining 6 g (yield: 45%) of the title compound as a viscous liquid. Reactants: CC(C)(C)C1CCC(N)CC1, CS(C)=O, O=C(Nc1cccc2ccc(O)cc12)Oc1ccccc1. Product: CC(C)(C)C1CCC(NC(=O)Nc2cccc3ccc(O)cc23)CC1. As a reaction SMILES: [C:1]([CH3:2])([CH3:3])([CH3:4])[CH:5]1[CH2:6][CH2:7][CH:8]([NH2:11])[CH2:9][CH2:10]1.[CH3:33][S:34]([CH3:35])=[O:36].[c:12]1([O:18][C:19](=[O:13])[NH:20][c:21]2[cH:22][cH:23][cH:24][c:25]3[cH:26][cH:27][c:28]([OH:31])[cH:29][c:30]23)[cH:14][cH:15][cH:16][cH:17][cH:32]1>>[C:1]([CH3:2])([CH3:3])([CH3:4])[CH:5]1[CH2:6][CH2:7][CH:8]([NH:11][C:19](=[O:18])[NH:20][c:21]2[cH:22][cH:23][cH:24][c:25]3[cH:26][cH:27][c:28]([OH:31])[cH:29][c:30]23)[CH2:9][CH2:10]1. The reactants are [Pt] (platinum), [H+].[H+].Cl[Pt-2](Cl)(Cl)(Cl)(Cl)Cl (chloroplatinic acid), C([O-])(O)=O.[Na+] (sodium bicarbonate), C(=C)[Si](O[Si](C=C)(C)C)(C)C (1,3-divinyltetramethyldisiloxane), C(=C)[Si](O[Si](C=C)(C)C)(C)C (1,3-divinyltetramethyldisiloxane). The solvent is C(C)(C)O (isopropanol). Run at time 30 minute. Product: [Pt].C(=C)[Si](O[Si](C)(C)C)(C)C=C (platinum divinyltetramethyldisiloxane). RXN SMILES: [H+].[H+].Cl[Pt-2:4](Cl)(Cl)(Cl)(Cl)Cl.[C:10](=O)(O)[O-].[Na+].[CH:15]([Si:17]([CH3:25])([CH3:24])[O:18][Si:19]([CH3:23])([CH3:22])[CH:20]=[CH2:21])=C.[Pt]>C(O)(C)C>[Pt:4].[CH:22]([Si:19]([CH:20]=[CH2:21])([CH3:23])[O:18][Si:17]([CH3:25])([CH3:24])[CH3:15])=[CH2:10] |f:0.1.2,3.4,8.9|. Reported procedure: 3.0 kg chloroplatinic acid crystals (40% platinum content) and 15.0 kg isopropanol were placed in a 50-L reactor, and 6.0 kg sodium bicarbonate and 6.0 kg 1,3-divinyltetramethyldisiloxane were then added while stirring. The resulting suspension was heated while stirring. After reacting for 30 minutes at 65 to 75° C., the reaction mass was cooled and the solids were filtered off to give 22.0 kg of an isopropanol solution of platinum-divinyltetramethyldisiloxane complex catalyst. The platinum cont...